Task: describe an organic reaction: reactants, conditions, products, and yield. Dataset: the Open Reaction Database (ORD), a public repository of structured organic reaction records Reactants: Cl (HCl), CC1(C=2C=CC(=CC2C(=CC1)C1=CC=C(C=C1)O[Si](C)(C)CC(C)C)C#CC1=CC=C(C(=O)OCC)C=C1)C (ethyl 4-[(5,6-dihydro-5,5- dimethyl-8-(4-((2,2-dimethylethyl)-dimethylsiloxy)phenyl)-2-naphthalenyl)ethynyl]benzoate), CC1(C=2C=CC(=CC2C(=CC1)C1=CC=C(C=C1)O[Si](C)(C)CC(C)C)C#CC1=CC=C(C(=O)OCC)C=C1)C (ethyl 4-[(5,6-dihydro-5,5- dimethyl-8-(4-((2,2-dimethylethyl)-dimethylsiloxy)phenyl)-2-naphthalenyl)ethynyl]benzoate), [OH-].[Na+] (NaOH). The solvent is CCO (EtOH), C1CCOC1 (THF). Run at temperature 50 celsius. Yields the product CC1(C=2C=CC(=CC2C(=CC1)C1=CC=C(C=C1)O)C#CC1=CC=C(C(=O)O)C=C1)C (4-[(5,6-Dihydro-5,5-dimethyl-8-(4-hydroxyphenyl)-2-naphthalenyl)ethynyl]benzoic acid). Reaction SMILES: [CH3:1][C:2]1([CH3:39])[CH2:11][CH:10]=[C:9]([C:12]2[CH:17]=[CH:16][C:15]([O:18][Si](CC(C)C)(C)C)=[CH:14][CH:13]=2)[C:8]2[CH:7]=[C:6]([C:26]#[C:27][C:28]3[CH:38]=[CH:37][C:31]([C:32]([O:34]CC)=[O:33])=[CH:30][CH:29]=3)[CH:5]=[CH:4][C:3]1=2.[OH-].[Na+].Cl>CCO.C1COCC1>[CH3:1][C:2]1([CH3:39])[CH2:11][CH:10]=[C:9]([C:12]2[CH:17]=[CH:16][C:15]([OH:18])=[CH:14][CH:13]=2)[C:8]2[CH:7]=[C:6]([C:26]#[C:27][C:28]3[CH:29]=[CH:30][C:31]([C:32]([OH:34])=[O:33])=[CH:37][CH:38]=3)[CH:5]=[CH:4][C:3]1=2 |f:1.2|. Procedure details: To a solution of ethyl 4-[(5,6-dihydro-5,5- dimethyl-8-(4-((2,2-dimethylethyl)-dimethylsiloxy)phenyl)-2-naphthalenyl)ethynyl]benzoate (Compound I) 75.0 mg (0.143 mmol) in 3 ml of EtOH and 2 ml of THF was added 60.0 mg (1.50 mmol, 1.50 ml) of NaOH (1.0 M aqueous solution). The solution was heated to 50° C. for 2 hours, cooled to room temperature, and acidified with 10% HCl. Extraction with EtOAc, followed by drying over Na2SO4, and removal of the solvents under reduced pressure afforded the title... Reactants: NC1=NC(=C(C(=N1)OS(=O)(=O)C1=C(C=C(C=C1C)C)C)CC1=C(C=C(CN(CC(=O)OCC)CC(F)(F)F)C=C1)OC)C (ethyl 2-((4-((2-amino-4-(mesitylsulfonyloxy)-6-methylpyrimidin-5-yl)methyl)-3-methoxybenzyl)(2,2,2-trifluoroethyl)amino)acetate), N[C@H](CCO)CCC ((S)-3-aminohexan-1-ol). Product: NC1=NC(=C(C(=N1)N[C@H](CCO)CCC)CC1=C(C=C(CN(CC(=O)OCC)CC(F)(F)F)C=C1)OC)C ((S)-ethyl 2-((4-((2-amino-4-(1-hydroxyhexan-3-ylamino)-6-methylpyrimidin-5-yl)methyl)-3-methoxybenzyl)(2,2,2-trifluoroethyl)amino)acetate). Isolated yield 45.4%. As a reaction SMILES: [NH2:1][C:2]1[N:7]=[C:6](OS(C2C(C)=CC(C)=CC=2C)(=O)=O)[C:5]([CH2:21][C:22]2[CH:40]=[CH:39][C:25]([CH2:26][N:27]([CH2:34][C:35]([F:38])([F:37])[F:36])[CH2:28][C:29]([O:31][CH2:32][CH3:33])=[O:30])=[CH:24][C:23]=2[O:41][CH3:42])=[C:4]([CH3:43])[N:3]=1.[NH2:44][C@@H:45]([CH2:49][CH2:50][CH3:51])[CH2:46][CH2:47][OH:48]>>[NH2:1][C:2]1[N:7]=[C:6]([NH:44][C@@H:45]([CH2:49][CH2:50][CH3:51])[CH2:46][CH2:47][OH:48])[C:5]([CH2:21][C:22]2[CH:40]=[CH:39][C:25]([CH2:26][N:27]([CH2:34][C:35]([F:36])([F:37])[F:38])[CH2:28][C:29]([O:31][CH2:32][CH3:33])=[O:30])=[CH:24][C:23]=2[O:41][CH3:42])=[C:4]([CH3:43])[N:3]=1. Reported procedure: The sub-title compound was synthesized by the method of example 1 step (viii) from the product of step (ii) (61 mg) and (S)-3-aminohexan-1-ol (34 mg). The sub-title compound (24 mg) was obtained as a pale yellow gum; 1H NMR (CDCl3); 6.93 (1H, s), 6.89 (1H, d), 6.76 (1H, d), 4.62-4.59 (3H, m), 4.15 (2H, q), 4.10-4.04 (1H, m), 3.91 (2H, s), 3.87 (3H, s), 3.66 (2H, s), 3.44 (2H, s), 3.37-3.20 (4H, m), 2.33 (3H, s), 1.82-1.69 (1H, m), 1.42-1.32 (3H, m), 1.24 (3H, t), 1.09-0.98 (2H, m), 0.73 (3H, t). Starting materials: CC(C)(C)OC(=O)N1CCC(S)CC1, CCN=C=NCCCN(C)C, CN(C)c1ccncc1, CN(C)C=O, O=C(O)c1cc2cnccc2o1. The product is CC(C)(C)OC(=O)N1CCC(SC(=O)c2cc3cnccc3o2)CC1. As a reaction SMILES: [C:24]([CH3:25])([CH3:26])([CH3:27])[O:28][C:29](=[O:30])[N:31]1[CH2:32][CH2:33][CH:34]([SH:37])[CH2:35][CH2:36]1.[CH3:1][CH2:2][N:3]=[C:4]=[N:5][CH2:6][CH2:7][CH2:8][N:9]([CH3:10])[CH3:11].[CH3:43][N:44]([c:45]1[cH:46][cH:47][n:48][cH:49][cH:50]1)[CH3:51].[O:38]=[CH:39][N:40]([CH3:41])[CH3:42].[o:12]1[c:13]([C:21](=[O:22])[OH:23])[cH:14][c:15]2[cH:16][n:17][cH:18][cH:19][c:20]12>>[o:12]1[c:13]([C:21](=[O:23])[S:37][CH:34]2[CH2:33][CH2:32][N:31]([C:29]([O:28][C:24]([CH3:25])([CH3:26])[CH3:27])=[O:30])[CH2:36][CH2:35]2)[cH:14][c:15]2[cH:16][n:17][cH:18][cH:19][c:20]12. Reaction SMILES: [C:1]([C:5]1[CH:13]=[C:12]2[C:8]([CH2:9][CH2:10][NH:11]2)=[CH:7][C:6]=1[S:14][C:15]#[N:16])([CH3:4])([CH3:3])[CH3:2].[C:17]([C:19]1[CH:24]=[CH:23][C:22]([S:25](Cl)(=[O:27])=[O:26])=[CH:21][CH:20]=1)#[N:18].N1C=CC=CC=1>C(Cl)Cl>[C:1]([C:5]1[CH:13]=[C:12]2[C:8]([CH2:9][CH2:10][N:11]2[S:25]([C:22]2[CH:21]=[CH:20][C:19]([C:17]#[N:18])=[CH:24][CH:23]=2)(=[O:27])=[O:26])=[CH:7][C:6]=1[S:14][C:15]#[N:16])([CH3:4])([CH3:2])[CH3:3]. Procedure: 6-tert-Butyl-5-thiocyanato-2,3-dihydro-1H-indole (prepared in Example JJ; 4.5 g, 19 mmol) was taken in CH2Cl2 (50 mL) and treated with 4-cyanophenylsulfonyl chloride (3.91 g, 19.4 mmol) and pyridine (5 mL). The reaction mixture was stirred overnight, quenched with saturated NaHCO3 solution, and diluted with EtOAc. The organic layer was separated, dried (MgSO4), and concentrated. The crude product was purified by flash chromatography (20%-75% EtOAc in hexanes as eluents). MS(APCI): 397 (M+). Run in C(Cl)Cl (CH2Cl2). The reactants are C(C)(C)(C)C1=C(C=C2CCNC2=C1)SC#N (6-tert-Butyl-5-thiocyanato-2,3-dihydro-1H-indole), C(#N)C1=CC=C(C=C1)S(=O)(=O)Cl (4-cyanophenylsulfonyl chloride), N1=CC=CC=C1 (pyridine). Product: C(C)(C)(C)C1=C(C=C2CCN(C2=C1)S(=O)(=O)C1=CC=C(C#N)C=C1)SC#N (4-(6-tert-Butyl-5-thiocyanato-2,3-dihydro-indole-1-sulfonyl)-benzonitrile). Conditions: time 8 hour. Reactants: CN(C)Cc1ccnc(OCC=CCN)c1, O=C1CSCCO1. Product: CN(C)Cc1ccnc(OCC=CCNC(=O)CSCCO)c1. Reaction SMILES: [CH3:1][N:2]([CH3:3])[CH2:4][c:5]1[cH:6][c:7]([O:11][CH2:12][CH:13]=[CH:14][CH2:15][NH2:16])[n:8][cH:9][cH:10]1.[O:17]1[C:18](=[O:23])[CH2:19][S:20][CH2:21][CH2:22]1>>[CH3:1][N:2]([CH3:3])[CH2:4][c:5]1[cH:6][c:7]([O:11][CH2:12][CH:13]=[CH:14][CH2:15][NH:16][C:18]([CH2:19][S:20][CH2:21][CH2:22][OH:17])=[O:23])[n:8][cH:9][cH:10]1.